From a dataset of the Open Reaction Database (ORD), a public repository of structured organic reaction records. describe an organic reaction: reactants, conditions, products, and yield The reactants are CC=1C=C(C(=O)O)C=CC1C(=O)N1CCCC1 (3-methyl-4-(pyrrolidin-1-ylcarbonyl)benzoic acid), CN(C)C(=[N+](C)C)ON1C2=C(C=CC=C2)N=N1.[B-](F)(F)(F)F (TBTU), C(C)(C)N(CC)C(C)C (diisopropylethylamine), ClC1=CC2=C(N(C(=N2)C(C)N)C)C=C1 (rac.-1-(5-chloro-1-methyl-1H-benzimidazol-2-yl)ethylamine), ClCl (chlorine), C23H25ClN4O2, ClCl (chlorine). Solvent: CN(C=O)C (dimethylformamide), ClCCl.C(C)O (dichloromethane ethanol). Product: ClC1=CC2=C(N(C(=N2)C(C)NC(C2=CC(=C(C=C2)C(=O)N2CCCC2)C)=O)C)C=C1 (rac.-N-[1-(5-chloro-1-methyl-1H-benzimidazol-2-yl)ethyl]-3-methyl-4-(pyrrolidin-1-ylcarbonyl)benzamide). Yield: 71.0%. RXN SMILES: [CH3:1][C:2]1[CH:3]=[C:4]([CH:8]=[CH:9][C:10]=1[C:11]([N:13]1[CH2:17][CH2:16][CH2:15][CH2:14]1)=[O:12])[C:5]([OH:7])=O.CN(C(ON1N=NC2C=CC=CC1=2)=[N+](C)C)C.[B-](F)(F)(F)F.C(N(C(C)C)CC)(C)C.[Cl:49][C:50]1[CH:62]=[CH:61][C:53]2[N:54]([CH3:60])[C:55]([CH:57]([NH2:59])[CH3:58])=[N:56][C:52]=2[CH:51]=1.ClCl>CN(C)C=O.ClCCl.C(O)C>[Cl:49][C:50]1[CH:62]=[CH:61][C:53]2[N:54]([CH3:60])[C:55]([CH:57]([NH:59][C:5](=[O:7])[C:4]3[CH:8]=[CH:9][C:10]([C:11]([N:13]4[CH2:17][CH2:16][CH2:15][CH2:14]4)=[O:12])=[C:2]([CH3:1])[CH:3]=3)[CH3:58])=[N:56][C:52]=2[CH:51]=1 |f:1.2,7.8|. Reported procedure: Prepared analogously to Example 1g from 3-methyl-4-(pyrrolidin-1-ylcarbonyl)benzoic acid, TBTU, diisopropylethylamine, and rac.-1-(5-chloro-1-methyl-1H-benzimidazol-2-yl)ethylamine in dimethylformamide. Yield: 71%; Rf value: 0.47 (silica gel; dichloromethane/ethanol=9:1); C23H25ClN4O2 (424.93); mass spectrum: (M+H)+=425/427 (chlorine isotope) and (M−H)−=423/425 (chlorine isotope). The reactants are CC=1C=C2C=3CCCC(C3NC2=CC1)N (6-methyl-2,3,4,9-tetrahydro-1H-carbazol-1-amine), C1(=CC=CC=C1)N=C=O (phenyl isocyanate). Yields the product CC=1C=C2C=3CCCC(C3NC2=CC1)NC(=O)NC1=CC=CC=C1 (N-(6-Methyl-2,3,4,9-tetrahydro-1H-carbazol-1-yl)-N′-phenylurea), solid. The yield is 82.0%. As a reaction SMILES: [CH3:1][C:2]1[CH:3]=[C:4]2[C:12](=[CH:13][CH:14]=1)[NH:11][C:10]1[CH:9]([NH2:15])[CH2:8][CH2:7][CH2:6][C:5]2=1.[C:16]1([N:22]=[C:23]=[O:24])[CH:21]=[CH:20][CH:19]=[CH:18][CH:17]=1>>[CH3:1][C:2]1[CH:3]=[C:4]2[C:12](=[CH:13][CH:14]=1)[NH:11][C:10]1[CH:9]([NH:15][C:23]([NH:22][C:16]3[CH:21]=[CH:20][CH:19]=[CH:18][CH:17]=3)=[O:24])[CH2:8][CH2:7][CH2:6][C:5]2=1. Procedure: N-(6-Methyl-2,3,4,9-tetrahydro-1H-carbazol-1-yl)-N′-phenylurea was prepared from 6-methyl-2,3,4,9-tetrahydro-1H-carbazol-1-amine and phenyl isocyanate in a similar manner as described above to give a white solid (82% yield). 1H-NMR (DMSO-d6): δ 10.57 (s, 1H), 8.27 (s, 1H), 7.42-7.34 (m, 2H), 7.20 (m, 2H), 7.17-7.11 (m, 2H), 6.87 (m, 1H), 6.82 (m, 1H), 6.51 (d, 1H), 4.92 (m, 1H), 2.58 (m, 2H), 2.32 (s, 3H), 1.97 (m, 1H), 1.87-1.70 (m, 3H); MS m/z 318 (M−1). Reactants: C(C)N(C[C@H](COC1=CC=C(C#N)C=C1)O)CCCSCCC (4-[3-[ethyl[3-(propylthio)propyl]amino]-2(R)-hydroxypropoxy]benzonitrile), ClC1=CC(=CC=C1)C(=O)OO (m-chloroperbenzoic acid). Solvent: CO (CH3OH). Product: C(C)N(C[C@H](COC1=CC=C(C#N)C=C1)O)CCCS(=O)CCC (4-[3-[ethyl[3-(propylsulfinyl)propyl]amino]-2(R)-hydroxypropoxy]-benzonitrile). As a reaction SMILES: [CH2:1]([N:3]([CH2:17][CH2:18][CH2:19][S:20][CH2:21][CH2:22][CH3:23])[CH2:4][C@@H:5]([OH:16])[CH2:6][O:7][C:8]1[CH:15]=[CH:14][C:11]([C:12]#[N:13])=[CH:10][CH:9]=1)[CH3:2].ClC1C=CC=C(C(OO)=[O:32])C=1>CO>[CH2:1]([N:3]([CH2:17][CH2:18][CH2:19][S:20]([CH2:21][CH2:22][CH3:23])=[O:32])[CH2:4][C@@H:5]([OH:16])[CH2:6][O:7][C:8]1[CH:9]=[CH:10][C:11]([C:12]#[N:13])=[CH:14][CH:15]=1)[CH3:2]. Reported procedure: Oxidation of 4-[3-[ethyl[3-(propylthio)propyl]amino]-2(R)-hydroxypropoxy]benzonitrile with m-chloroperbenzoic acid was carried out as described for the stereoisomeric mixture in example 3. [α]D20 -18.6° (C 1.0, CH3OH). The reactants are NC1=NC(=NC(=N1)OC)NC (2-amino-4-methoxy-6-methylamino-1,3,5-triazine), ClC1=C(C=CC=C1)S(=O)(=O)N=C=O (2-chlorobenzenesulfonylisocyanate). Solvent: C(C)#N (acetonitrile), C(C)#N (acetonitrile). Run at time 18 hour. Yields the product ClC1=C(C=CC=C1)S(=O)(=O)NC(=O)NC1=NC(=NC(=N1)OC)NC (2-Chloro-N-[(4-methoxy-6-methylamino-1,3,5-triazin-2-yl)aminocarbonyl]benzenesulfonamide). RXN SMILES: [NH2:1][C:2]1[N:7]=[C:6]([O:8][CH3:9])[N:5]=[C:4]([NH:10][CH3:11])[N:3]=1.[Cl:12][C:13]1[CH:18]=[CH:17][CH:16]=[CH:15][C:14]=1[S:19]([N:22]=[C:23]=[O:24])(=[O:21])=[O:20]>C(#N)C>[Cl:12][C:13]1[CH:18]=[CH:17][CH:16]=[CH:15][C:14]=1[S:19]([NH:22][C:23]([NH:1][C:2]1[N:7]=[C:6]([O:8][CH3:9])[N:5]=[C:4]([NH:10][CH3:11])[N:3]=1)=[O:24])(=[O:21])=[O:20]. Procedure details: To a solution of 2.1 g of 2-amino-4-methoxy-6-methylamino-1,3,5-triazine in 60 ml of hot acetonitrile was added, dropwise, 3.3 g of 2-chlorobenzenesulfonylisocyanate in 20 ml of acetonitrile. After stirring for 18 hours at room temperature, the mixture was filtered to yield the product named above melting at 224°-228°. Reactants: C(=O)(OC)CN1CCN(CCN(CCNCC1)CC(=O)OC)CC(=O)OC (1,4,7-tris-(carbomethoxymethyl)-1,4,7,10-tetraazacyclododecane), C[O-].[Na+] (sodium methoxide), O1C(CCCCCCCCC(=O)O)C1 (10,11-epoxyundecanoic acid). Solvent: CO (methanol). The product is C(=O)(OC)CN1CCN(CCN(CCN(CC1)CC(CCCCCCCCC(=O)O)O)CC(=O)OC)CC(=O)OC (1,4,7-tris-(carbomethoxymethyl)-10-[2'-hydroxy-10'-carboxy(decyl)]-1,4,7,10-tetraazacyclododecane). As a reaction SMILES: [C:1]([CH2:5][N:6]1[CH2:17][CH2:16][NH:15][CH2:14][CH2:13][N:12]([CH2:18][C:19]([O:21][CH3:22])=[O:20])[CH2:11][CH2:10][N:9]([CH2:23][C:24]([O:26][CH3:27])=[O:25])[CH2:8][CH2:7]1)([O:3][CH3:4])=[O:2].C[O-].[Na+].[O:31]1[CH2:44][CH:32]1[CH2:33][CH2:34][CH2:35][CH2:36][CH2:37][CH2:38][CH2:39][CH2:40][C:41]([OH:43])=[O:42]>CO>[C:1]([CH2:5][N:6]1[CH2:17][CH2:16][N:15]([CH2:44][CH:32]([OH:31])[CH2:33][CH2:34][CH2:35][CH2:36][CH2:37][CH2:38][CH2:39][CH2:40][C:41]([OH:43])=[O:42])[CH2:14][CH2:13][N:12]([CH2:18][C:19]([O:21][CH3:22])=[O:20])[CH2:11][CH2:10][N:9]([CH2:23][C:24]([O:26][CH3:27])=[O:25])[CH2:8][CH2:7]1)([O:3][CH3:4])=[O:2] |f:1.2|. Procedure details: To a methanol solution of 1,4,7-tris-(carbomethoxymethyl)-1,4,7,10-tetraazacyclododecane (DO3A methyl ester) is added 1.0 equivalent of freshly prepared anhydrous sodium methoxide and the solution is allowed to stir for several hours. To this solution is added one equivalent of 10,11-epoxyundecanoic acid and the solution is brought to reflux overnight. The solvent is removed in vacuo to give a crude hydroxyethylated product, 1,4,7-tris-(carbomethoxymethyl)-10-[2'-hydroxy-10'-carboxy(decyl)]-1,4,... Starting materials: CCO, CCOC(=O)CC(=O)Nc1ccc(OCc2ccccc2)cc1S(N)(=O)=O, [Na+], [Na+], O=C([O-])[O-]. Product: CCOC(=O)CC1=NS(=O)(=O)c2cc(OCc3ccccc3)ccc2N1. RXN SMILES: [CH3:34][CH2:35][OH:36].[NH2:1][S:2](=[O:3])(=[O:4])[c:5]1[c:6]([NH:19][C:20]([CH2:21][C:22](=[O:23])[O:24][CH2:25][CH3:26])=[O:27])[cH:7][cH:8][c:9]([O:11][CH2:12][c:13]2[cH:14][cH:15][cH:16][cH:17][cH:18]2)[cH:10]1.[Na+:28].[Na+:29].[O-:30][C:31](=[O:32])[O-:33]>>[N:1]1=[C:20]([CH2:21][C:22](=[O:23])[O:24][CH2:25][CH3:26])[NH:19][c:6]2[c:5]([cH:10][c:9]([O:11][CH2:12][c:13]3[cH:14][cH:15][cH:16][cH:17][cH:18]3)[cH:8][cH:7]2)[S:2]1(=[O:3])=[O:4]. Starting materials: CC(C)(C)[Si](C)(C)OCCNCc1ccccc1, ClCCl, O=S(=O)(Cl)c1ccc(F)cc1F, [Na+], [OH-]. Yields the product CC(C)(C)[Si](C)(C)OCCN(Cc1ccccc1)S(=O)(=O)c1ccc(F)cc1F. As a reaction SMILES: [CH3:13][C:14]([CH3:15])([CH3:16])[Si:17]([O:18][CH2:19][CH2:20][NH:21][CH2:22][c:23]1[cH:24][cH:25][cH:26][cH:27][cH:28]1)([CH3:29])[CH3:30].[Cl:33][CH2:34][Cl:35].[F:1][c:2]1[c:3]([S:9](=[O:10])(=[O:11])[Cl:12])[cH:4][cH:5][c:6]([F:8])[cH:7]1.[Na+:32].[OH-:31]>>[F:1][c:2]1[c:3]([S:9](=[O:10])(=[O:11])[N:21]([CH2:20][CH2:19][O:18][Si:17]([C:14]([CH3:13])([CH3:15])[CH3:16])([CH3:29])[CH3:30])[CH2:22][c:23]2[cH:24][cH:25][cH:26][cH:27][cH:28]2)[cH:4][cH:5][c:6]([F:8])[cH:7]1. Starting materials: [Cl-].[Zn+2].[Cl-] (zinc chloride), C(#N)[BH3-].[Na+] (sodium cyanoborohydride). Solvent: CO (methanol), CO (methanol). Product: C(#N)[BH3-].[Zn+2].C(#N)[BH3-] (zinc cyanoborohydride), [Cl-].[Na+] (sodium chloride). RXN SMILES: [Cl-:1].[Zn+2:2].[Cl-].[C:4]([BH3-:6])#[N:5].[Na+:7]>CO>[C:4]([BH3-:6])#[N:5].[Zn+2:2].[C:4]([BH3-:6])#[N:5].[Cl-:1].[Na+:7] |f:0.1.2,3.4,6.7.8,9.10|. Procedure: Anhydrous zinc chloride (15.4 g, 0.11 mol) was dissolved in methanol (250 ml) and then treated with sodium cyanoborohydride (14.2 g, 0.23 mmol). After stirring for 15 minutes at ambient temperature a further quantity of methanol (200 ml) was added giving a colourless solution of zinc cyanoborohydride together with a small quantity of solid sodium chloride. The reactants are O=Cc1cccnc1Br, CC(=O)O[BH-](OC(C)=O)OC(C)=O, C1CCOC1, CC(=O)O, [Na+], O, O=C1NCN(c2ccccc2)C12CCNCC2. Product: O=C1NCN(c2ccccc2)C12CCN(Cc1cccnc1Br)CC2, [Na+], O=C([O-])O. As a reaction SMILES: [Br:1][c:2]1[n:3][cH:4][cH:5][cH:6][c:7]1[CH:8]=[O:9].[C:31]([O:32][BH-:33]([O:34][C:35](=[O:36])[CH3:37])[O:38][C:39](=[O:40])[CH3:41])(=[O:42])[CH3:43].[CH2:45]1[O:46][CH2:47][CH2:48][CH2:49]1.[CH3:27][C:28]([OH:29])=[O:30].[Na+:44].[OH2:50].[c:10]1([N:16]2[CH2:17][NH:18][C:19](=[O:26])[C:20]23[CH2:21][CH2:22][NH:23][CH2:24][CH2:25]3)[cH:11][cH:12][cH:13][cH:14][cH:15]1>>[Br:1][c:2]1[n:3][cH:4][cH:5][cH:6][c:7]1[CH2:8][N:23]1[CH2:22][CH2:21][C:20]2([N:16]([c:10]3[cH:11][cH:12][cH:13][cH:14][cH:15]3)[CH2:17][NH:18][C:19]2=[O:26])[CH2:25][CH2:24]1.[Na+:44].[OH:9][C:28]([O-:29])=[O:30]. Procedure: The crude tert-butyl 6-methyl-1,2,3-oxathiazinane-3-carboxylate 2-oxide (2.52 g, 10.7 mmol) is dissolved in acetonitrile (25 mL) and H2O (15 mL) is added. The solution is cooled in an ice bath and sodium periodate (3.4 g, 16.1 mmol) is added in one portion. After 5 min, the pH is adjusted to 7-8 by addition of saturated Na2HPO4 solution. Then RuCl3 (22 mg, 0.11 mmol) in H2O (0.5 mL) is added. The pH is kept between 6 and 9 by addition of Na2HPO4 solution. After 2 h, H2O (100 mL) is added and pH ... RXN SMILES: [CH3:1][CH:2]1[O:7][S:6](=[O:8])[N:5]([C:9]([O:11][C:12]([CH3:15])([CH3:14])[CH3:13])=[O:10])[CH2:4][CH2:3]1.I([O-])(=O)(=O)=[O:17].[Na+].Cl>C(#N)C.O>[CH3:1][CH:2]1[O:7][S:6](=[O:17])(=[O:8])[N:5]([C:9]([O:11][C:12]([CH3:14])([CH3:13])[CH3:15])=[O:10])[CH2:4][CH2:3]1 |f:1.2|. Product: CC1CCN(S(O1)(=O)=O)C(=O)OC(C)(C)C (tert-Butyl 6-methyl-1,2,3-oxathiazinane-3-carboxylate 2,2-dioxide). The yield is 60.6%. The reactants are RuCl3, CC1CCN(S(O1)=O)C(=O)OC(C)(C)C (tert-butyl 6-methyl-1,2,3-oxathiazinane-3-carboxylate 2-oxide), Na2HPO4, I(=O)(=O)(=O)[O-].[Na+] (sodium periodate), Na2HPO4, Cl (HCl). Conditions: time 5 minute. Solvent: O (H2O), C(C)#N (acetonitrile), O (H2O), O (H2O).